This data is from the Open Reaction Database (ORD), a public repository of structured organic reaction records. The task is: describe an organic reaction: reactants, conditions, products, and yield Reactants: ClC=1C=C([C@H](C(=O)O)O)C=CC1 ((R)-3-chloromandelic acid), C1(=CC=C(C=C1)S(=O)(=O)O)C (p-toluenesulfonic acid). The solvent is C1(=CC=CC=C1)C (toluene). Conditions: temperature 70 celsius, time 2 hour. Yields the product ClC=1C=C([C@@H]2CO2)C=CC1 ((R)-3-chlorostyrene Oxide). Yield: 79.7%. RXN SMILES: [Cl:1][C:2]1[CH:3]=[C:4]([CH:10]=[CH:11][CH:12]=1)[C@@H:5]([OH:9])[C:6](O)=O.C1(C)C=CC(S(O)(=O)=O)=CC=1>C1(C)C=CC=CC=1>[Cl:1][C:2]1[CH:3]=[C:4]([CH:10]=[CH:11][CH:12]=1)[C@H:5]1[O:9][CH2:6]1. Reported procedure: Into toluene (1,000 ml) were added (R)-3-chloromandelic acid (10 g) and p-toluenesulfonic acid (0.2 g), and the resulting mixture was stirred at 70° C. for 2 hours. The solvent was distilled off under reduced pressure. To the residue were added toluene (100 ml) and then, under ice-cooling and dropwise, 3,4-dihydro-2H-pyran (5.0 g), and the resulting mixture was stirred at the same temperature for 1 hour. The reaction mixture was washed with a saturated aqueous sodium hydrogen carbonate solution,... The reactants are ClC=1C=CC2=C(C=C(O2)C2=CC=CC=C2)C1 (5 -chloro-2-phenylbenzofuran), Cl.C(C)N(CCOC1=C(C(=O)Cl)C=CC=C1)CC (2-(2-diethylaminoethoxy)benzoyl chloride hydrochloride). Product: ClC=1C=CC2=C(C(=C(O2)C2=CC=CC=C2)C(C2=C(C=CC=C2)OCCN(CC)CC)=O)C1 (5-Chloro-3-[2-(2-diethylaminoethoxy)benzoyl]-2-phenylbenzofuran). RXN SMILES: [Cl:1][C:2]1[CH:3]=[CH:4][C:5]2[O:9][C:8]([C:10]3[CH:15]=[CH:14][CH:13]=[CH:12][CH:11]=3)=[CH:7][C:6]=2[CH:16]=1.Cl.[CH2:18]([N:20]([CH2:33][CH3:34])[CH2:21][CH2:22][O:23][C:24]1[CH:32]=[CH:31][CH:30]=[CH:29][C:25]=1[C:26](Cl)=[O:27])[CH3:19]>>[Cl:1][C:2]1[CH:3]=[CH:4][C:5]2[O:9][C:8]([C:10]3[CH:15]=[CH:14][CH:13]=[CH:12][CH:11]=3)=[C:7]([C:26](=[O:27])[C:25]3[CH:29]=[CH:30][CH:31]=[CH:32][C:24]=3[O:23][CH2:22][CH2:21][N:20]([CH2:33][CH3:34])[CH2:18][CH3:19])[C:6]=2[CH:16]=1 |f:1.2|. Procedure details: Acylation of 5 -chloro-2-phenylbenzofuran with 2-(2-diethylaminoethoxy)benzoyl chloride hydrochloride by the procedure described in Example 6 gives the title compound. Starting materials: CC(C)CCCC(C)CC=O (dihydrocitronellal), [Cl-].[NH4+] (ammonium chloride), solution, C[Mg]Br (methylmagnesium bromide). The solvent is CCOCC (ether), CCOCC (ether). Yields the product CC(CC(C)O)CCCC(C)C (4,8-dimethylnonan-2-ol). As a reaction SMILES: [CH3:1][Mg]Br.[CH3:4][CH:5]([CH2:7][CH2:8][CH2:9][CH:10]([CH2:12][CH:13]=[O:14])[CH3:11])[CH3:6].[Cl-].[NH4+]>CCOCC>[CH3:11][CH:10]([CH2:9][CH2:8][CH2:7][CH:5]([CH3:4])[CH3:6])[CH2:12][CH:13]([OH:14])[CH3:1] |f:2.3|. Procedure: Eighty ml. of a 3M solution of methylmagnesium bromide in ether is added slowly to 31 g. of dihydrocitronellal in 250 ml. of dry ether. The mixture is heated at reflux for about one hour, cooled to 0° and treated with saturated aqueous ammonium chloride until reaction subsides. The organic layer is separated and the aqueous layer extracted with ether. The organic layer and ether extracts are combined, washed with water and brine and dried over magnesium sulfate. Evaporation of the solvent gives ... The reactants are CC(=O)Cl, CC1CCNCC1N(C)c1ncnc2[nH]ccc12, ClCCl, c1ccncc1. The product is CC(=O)N1CCC(C)C(N(C)c2ncnc3[nH]ccc23)C1. Reaction SMILES: [C:19]([CH3:20])(=[O:21])[Cl:22].[CH3:1][N:2]([c:3]1[c:4]2[c:5]([n:6][cH:7][n:8]1)[nH:9][cH:10][cH:11]2)[CH:12]1[CH2:13][NH:14][CH2:15][CH2:16][CH:17]1[CH3:18].[Cl:29][CH2:30][Cl:31].[n:23]1[cH:24][cH:25][cH:26][cH:27][cH:28]1>>[CH3:1][N:2]([c:3]1[c:4]2[c:5]([n:6][cH:7][n:8]1)[nH:9][cH:10][cH:11]2)[CH:12]1[CH2:13][N:14]([C:19]([CH3:20])=[O:21])[CH2:15][CH2:16][CH:17]1[CH3:18]. Starting materials: O[C@H](CN1C(C2=C(CC1)NC(=C2C)C=O)=O)CN2CCOCC2 ((S)-5-(2-hydroxy-3-morpholin-4-yl-propyl)-3-methyl-4-oxo-4,5,6,7-tetrahydro-1H-pyrrolo[3,2-c]pyridine-2-carbaldehyde), FC=1C=C2CC(NC2=CC1NC(C(C)(C)O)=O)=O (N-(5-fluoro-2-oxo-2,3-dihydro-1H-indol-6-yl)-2-hydroxy-2-methyl-propionamide), N1CCCCC1 (piperidine). Solvent: C(C)O (ethanol). The product is FC=1C=C2/C(/C(NC2=CC1NC(C(C)(C)O)=O)=O)=C/C1=C(C=2C(N(CCC2N1)C[C@H](CN1CCOCC1)O)=O)C ((S,Z)-N-{5-fluoro-3-[5-(2-hydroxy-3-morpholin-4-yl-propyl)-3-methyl-4-oxo-4,5,6,7-tetrahydro-1H-pyrrolo[3,2-c]pyridin-2-ylmethylene]-2-oxo-2,3-dihydro-1H-indol-6-yl}-2-hydroxy-2-methyl-propionamide). Yield: 73.9%. Reaction SMILES: [OH:1][C@@H:2]([CH2:17][N:18]1[CH2:23][CH2:22][O:21][CH2:20][CH2:19]1)[CH2:3][N:4]1[CH2:9][CH2:8][C:7]2[NH:10][C:11]([CH:14]=O)=[C:12]([CH3:13])[C:6]=2[C:5]1=[O:16].[F:24][C:25]1[CH:26]=[C:27]2[C:31](=[CH:32][C:33]=1[NH:34][C:35](=[O:40])[C:36]([OH:39])([CH3:38])[CH3:37])[NH:30][C:29](=[O:41])[CH2:28]2.N1CCCCC1>C(O)C>[F:24][C:25]1[CH:26]=[C:27]2[C:31](=[CH:32][C:33]=1[NH:34][C:35](=[O:40])[C:36]([OH:39])([CH3:38])[CH3:37])[NH:30][C:29](=[O:41])/[C:28]/2=[CH:14]\[C:11]1[NH:10][C:7]2[CH2:8][CH2:9][N:4]([CH2:3][C@@H:2]([OH:1])[CH2:17][N:18]3[CH2:19][CH2:20][O:21][CH2:22][CH2:23]3)[C:5](=[O:16])[C:6]=2[C:12]=1[CH3:13]. Procedure details: (S)-5-(2-Hydroxy-3-morpholin-4-yl-propyl)-3-methyl-4-oxo-4,5,6,7-tetrahydro-1H-pyrrolo[3,2-c]pyridine-2-carbaldehyde 5f (40 mg, 0.125 mmol), N-(5-fluoro-2-oxo-2,3-dihydro-1H-indol-6-yl)-2-hydroxy-2-methyl-propionamide 11b (28.3 mg, 0.112 mmol) and piperidine (50 μL, 0.5 mmol) were dissolved in 2 mL of ethanol under stirring at room temperature. The reaction system was stirred at 80° C. in an oil bath in dark for 2 hours. The reaction was completed until TLC showed the disappearance of starting m... Reactants: CC1(OC2=CC=C(C=C2CC1)C(C(=O)O)OC)C ((RS)-(2,2-Dimethyl-chroman-6-yl)-methoxy-acetic acid), NCC1=CC=C(C#N)C=C1 (4-aminomethyl benzonitrile). Yields the product C(#N)C1=CC=C(CNC(C(OC)C=2C=C3CCC(OC3=CC2)(C)C)=O)C=C1 ((RS)-N-(4-cyano-benzyl)-2-(2,2-dimethyl-chroman-6-yl)-2-methoxy-acetamide). RXN SMILES: [CH3:1][C:2]1([CH3:18])[CH2:11][CH2:10][C:9]2[C:4](=[CH:5][CH:6]=[C:7]([CH:12]([O:16][CH3:17])[C:13]([OH:15])=O)[CH:8]=2)[O:3]1.[NH2:19][CH2:20][C:21]1[CH:28]=[CH:27][C:24]([C:25]#[N:26])=[CH:23][CH:22]=1>>[C:20]([C:21]1[CH:28]=[CH:27][C:24]([CH2:25][NH:26][C:13](=[O:15])[CH:12]([C:7]2[CH:8]=[C:9]3[C:4](=[CH:5][CH:6]=2)[O:3][C:2]([CH3:1])([CH3:18])[CH2:11][CH2:10]3)[O:16][CH3:17])=[CH:23][CH:22]=1)#[N:19]. Reported procedure: (RS)-(2,2-Dimethyl-chroman-6-yl)-methoxy-acetic acid was coupled with 4-aminomethyl benzonitrile according to general procedure C to give (RS)-N-(4-cyano-benzyl)-2-(2,2-dimethyl-chroman-6-yl)-2-methoxy-acetamide. Off-white semi-solid. MS 365.2 ([M+H]+) Starting materials: OC=1C(NC=CC1)=O (3-Hydroxypyridin-2(1H)-one), [Si](C)(C)(C(C)(C)C)Cl (tert-butyldimethylsilyl chloride), O (water), N1C=NC=C1 (imidazole). The solvent is CN(C=O)C (dimethylformamide), CN(C=O)C (dimethylformamide). Reaction conditions: time 8 hour. Yields the product [Si](C)(C)(C(C)(C)C)OC=1C(NC=CC1)=O (3-(tert-butyldimethylsilanyloxy)-1H-pyridin-2-one). Isolated yield 53.6%. As a reaction SMILES: [OH:1][C:2]1[C:3](=[O:8])[NH:4][CH:5]=[CH:6][CH:7]=1.N1C=CN=C1.[Si:14](Cl)([C:17]([CH3:20])([CH3:19])[CH3:18])([CH3:16])[CH3:15].O>CN(C)C=O>[Si:14]([O:1][C:2]1[C:3](=[O:8])[NH:4][CH:5]=[CH:6][CH:7]=1)([C:17]([CH3:20])([CH3:19])[CH3:18])([CH3:16])[CH3:15]. Reported procedure: 3-Hydroxypyridin-2(1H)-one (15 g, 135 mmol) and imidazole (23 g, 338 mmol) were suspended in dimethylformamide (200 mL) under inert atmosphere. A solution of tert-butyldimethylsilyl chloride (20.5 g, 136 mmol) in dimethylformamide (200 mL) is added dropwise at room temperature over 30 minutes. The reaction was then allowed to stir overnight. The resulting solution was then poured into water (300 mL) and the mixture extracted with tert-butyl methyl ether (3×500 mL). The combined organic layer was...